From a dataset of the Open Reaction Database (ORD), a public repository of structured organic reaction records. describe an organic reaction: reactants, conditions, products, and yield The reactants are ClC=1C2=C(N(C(C(N1)CC1=CC3=CC=CC=C3C=C1)=O)CC1=CC=C(C=C1)OC)C=CC(=C2)Cl (5,7-Dichloro-1-(4-methoxybenzyl)-3-(naphthalen-2-ylmethyl)-1H-benzo[e][1,4]diazepin-2(3H)-one), NC1=NC=C(C=C1)B1OC(C)(C)C(C)(C)O1 (2-aminopyridine-5-boronic acid pinacol ester). Yields the product NC1=CC=C(C=N1)C=1C2=C(N(C(C(N1)CC1=CC3=CC=CC=C3C=C1)=O)CC1=CC=C(C=C1)OC)C=CC(=C2)Cl (5-(6-aminopyridin-3-yl)-7-chloro-1-(4-methoxybenzyl)-3-(naphthalen-2-ylmethyl)-1H-benzo[e][1,4]diazepin-2(3H)-one). RXN SMILES: Cl[C:2]1[C:3]2[CH:33]=[C:32]([Cl:34])[CH:31]=[CH:30][C:4]=2[N:5]([CH2:21][C:22]2[CH:27]=[CH:26][C:25]([O:28][CH3:29])=[CH:24][CH:23]=2)[C:6](=[O:20])[CH:7]([CH2:9][C:10]2[CH:19]=[CH:18][C:17]3[C:12](=[CH:13][CH:14]=[CH:15][CH:16]=3)[CH:11]=2)[N:8]=1.[NH2:35][C:36]1[CH:41]=[CH:40][C:39](B2OC(C)(C)C(C)(C)O2)=[CH:38][N:37]=1>>[NH2:35][C:36]1[N:37]=[CH:38][C:39]([C:2]2[C:3]3[CH:33]=[C:32]([Cl:34])[CH:31]=[CH:30][C:4]=3[N:5]([CH2:21][C:22]3[CH:27]=[CH:26][C:25]([O:28][CH3:29])=[CH:24][CH:23]=3)[C:6](=[O:20])[CH:7]([CH2:9][C:10]3[CH:11]=[CH:12][C:17]4[C:18](=[CH:13][CH:14]=[CH:15][CH:16]=4)[CH:19]=3)[N:8]=2)=[CH:40][CH:41]=1. Reported procedure: 5,7-Dichloro-1-(4-methoxybenzyl)-3-(naphthalen-2-ylmethyl)-1H-benzo[e][1,4]diazepin-2(3H)-one (0.10 g, 0.20 mmol) and 2-aminopyridine-5-boronic acid pinacol ester were reacted according to the corresponding procedure described in Example 12 to yield intermediate 5-(6-aminopyridin-3-yl)-7-chloro-1-(4-methoxybenzyl)-3-(naphthalen-2-ylmethyl)-1H-benzo[e][1,4]diazepin-2(3H)-one. (77 mg, 69%). 5-(6-Aminopyridin-3-yl)-7-chloro-1-(4-methoxybenzyl)-3-(naphthalen-2-ylmethyl)-1H-benzo[e][1,4]diazepin-2(3H...